From a dataset of the Open Reaction Database (ORD), a public repository of structured organic reaction records. describe an organic reaction: reactants, conditions, products, and yield Starting materials: BrC1=CC2=C(C(C=3NC4=CC(=CC=C4C3C2=O)Cl)(C)C)C=C1O (9-bromo-3-chloro-8-hydroxy-6,6-dimethyl-5,6-dihydro-benzo[b]carbazol-11-one), C1(=CC=CC=C1)P(C1=CC=CC=C1)C1=CC=CC=C1 (triphenylphosphine), CC1(OC[C@H](O1)CO)C (((R)-2,2-dimethyl-[1,3]dioxolan-4-yl)-methanol), C1(=CC=CC=C1)C (toluene), C(C)OC(=O)N=NC(=O)OCC (diethyl azodicarboxylic acid). Run in C1CCOC1 (THF). Conditions: temperature 40 celsius, time 12 hour. Yields the product ClC1=CC=C2C=3C(C4=C(C(C3NC2=C1)(C)C)C=C(C(=C4)Br)OC[C@@H]4OC(OC4)(C)C)=O (3-Chloro-9-bromo-8-((S)-2,2-dimethyl-[1,3]dioxolan-4-yl methoxy)-6,6-dimethyl-5,6-dihydro-benzo[b]carbazol-11-one). The yield is 68.3%. Reaction SMILES: [Br:1][C:2]1[C:22]([OH:23])=[CH:21][C:5]2[C:6]([CH3:20])([CH3:19])[C:7]3[NH:8][C:9]4[C:14]([C:15]=3[C:16](=[O:17])[C:4]=2[CH:3]=1)=[CH:13][CH:12]=[C:11]([Cl:18])[CH:10]=4.C1(P(C2C=CC=CC=2)C2C=CC=CC=2)C=CC=CC=1.[CH3:43][C:44]1([CH3:51])[O:48][C@H:47]([CH2:49]O)[CH2:46][O:45]1.C1(C)C=CC=CC=1.C(OC(N=NC(OCC)=O)=O)C>C1COCC1>[Cl:18][C:11]1[CH:10]=[C:9]2[C:14]([C:15]3[C:16](=[O:17])[C:4]4[CH:3]=[C:2]([Br:1])[C:22]([O:23][CH2:49][C@H:47]5[CH2:46][O:45][C:44]([CH3:51])([CH3:43])[O:48]5)=[CH:21][C:5]=4[C:6]([CH3:20])([CH3:19])[C:7]=3[NH:8]2)=[CH:13][CH:12]=1. Procedure: Under nitrogen atmosphere, 9-bromo-3-chloro-8-hydroxy-6,6-dimethyl-5,6-dihydro-benzo[b]carbazol-11-one (Compound S2-4, 112 mg, 0.29 mmol) and triphenylphosphine (227 mg, 3 eq.) were added with THF (2 ml), and ((R)-2,2-dimethyl-[1,3]dioxolan-4-yl)-methanol (114 mg, 3 eq.) and 2.19 N toluene solution (0.4 mL, 3 eq.) of diethyl azodicarboxylic acid were added dropwise thereto, followed by stirring at 40° C. for 12 hr under nitrogen atmosphere. The residues obtained from the reaction solution after ...